Dataset: the Open Reaction Database (ORD), a public repository of structured organic reaction records. Task: describe an organic reaction: reactants, conditions, products, and yield Starting materials: [OH-].[K+] (potassium hydroxide), OC(C#CC=1N=CN2C1CN(C(C1=C2C=CC=C1)=O)C)(C)C (4,5-dihydro-3-(3-hydroxy-3-methyl-1-butynyl)-5-methyl-6H-imidazo[1,5-a][1,4]benzodiazepin-6-one), CI (methyl iodide). Run in CS(=O)C (dimethyl sulfoxide). Run at time 1 hour. The product is COC(C#CC=1N=CN2C1CN(C(C1=C2C=CC=C1)=O)C)(C)C (4,5-dihydro-3-(3-methoxy-3-methyl-1-butynyl)-5-methyl-6H-imidazo[1,5-a][1,4]benzodiazepin-6-one). As a reaction SMILES: [OH-].[K+].[OH:3][C:4]([CH3:24])([CH3:23])[C:5]#[C:6][C:7]1[N:8]=[CH:9][N:10]2[C:16]3[CH:17]=[CH:18][CH:19]=[CH:20][C:15]=3[C:14](=[O:21])[N:13]([CH3:22])[CH2:12][C:11]=12.[CH3:25]I>CS(C)=O>[CH3:25][O:3][C:4]([CH3:24])([CH3:23])[C:5]#[C:6][C:7]1[N:8]=[CH:9][N:10]2[C:16]3[CH:17]=[CH:18][CH:19]=[CH:20][C:15]=3[C:14](=[O:21])[N:13]([CH3:22])[CH2:12][C:11]=12 |f:0.1|. Procedure details: 4.58 g (80 mmol) of freshly powdered potassium hydroxide was suspended in 65 ml of dimethyl sulfoxide and cooled to 5°. 5.67 g (19.2 mmol) of 4,5-dihydro-3-(3-hydroxy-3-methyl-1-butynyl)-5-methyl-6H-imidazo[1,5-a][1,4]benzodiazepin-6-one and 5.47 g (38.5 mmol) of methyl iodide were added thereto in succession. The cooling bath was removed and the mixture was stirred for a further 1 hour. The reaction mixture was evaporated and the residue was chromatographed on silica gel while eluting with meth... Reaction SMILES: [Cl:19][c:20]1[cH:21][c:22]([F:28])[c:23]([NH2:24])[cH:25][c:26]1[OH:27].[Cl:1][c:2]1[cH:3][n:4][n:5][c:6]2[cH:7][c:8]([O:14][CH2:15][CH2:16][O:17][CH3:18])[c:9]([O:12][CH3:13])[cH:10][c:11]12.[O:29]=[CH:30][N:31]([CH3:32])[CH3:33]>>[ClH:1].[c:2]1([NH:24][c:23]2[c:22]([F:28])[cH:21][c:20]([Cl:19])[c:26]([OH:27])[cH:25]2)[cH:3][n:4][n:5][c:6]2[cH:7][c:8]([O:14][CH2:15][CH2:16][O:17][CH3:18])[c:9]([O:12][CH3:13])[cH:10][c:11]12. Yields the product Cl, COCCOc1cc2nncc(Nc3cc(O)c(Cl)cc3F)c2cc1OC. The reactants are Nc1cc(O)c(Cl)cc1F, COCCOc1cc2nncc(Cl)c2cc1OC, CN(C)C=O.